From a dataset of the Open Reaction Database (ORD), a public repository of structured organic reaction records. describe an organic reaction: reactants, conditions, products, and yield Procedure details: 2-Hydroxymethylimidazo[5,1-b]thiazole hydrochloride (1.40 g) is suspended in 15 ml of THF, 0.8 ml of thionyl chloride is added thereto, and the mixture is stirred at 60° C. for 1.5 hr. The solvent is removed by evaporation to give 2-chloromethylimidazo[5,1-b]thiazole hydrochloride. This compound is dissolved in 7 ml of DMF, 1.78 g of triphenylphosphine is added thereto, and the mixture is stirred at 100° C. for 12 hr. The resultant precipitate is collected by filtration to give 2.14 g of (imidaz... As a reaction SMILES: [ClH:1].O[CH2:3][C:4]1[S:8][C:7]2=[CH:9][N:10]=[CH:11][N:6]2[CH:5]=1.S(Cl)([Cl:14])=O>C1COCC1>[ClH:14].[Cl:1][CH2:3][C:4]1[S:8][C:7]2=[CH:9][N:10]=[CH:11][N:6]2[CH:5]=1 |f:0.1,4.5|. Run at temperature 60 celsius, time 1.5 hour. The solvent is C1CCOC1 (THF). Reactants: Cl.OCC1=CN2C(S1)=CN=C2 (2-Hydroxymethylimidazo[5,1-b]thiazole hydrochloride), S(=O)(Cl)Cl (thionyl chloride). The product is Cl.ClCC1=CN2C(S1)=CN=C2 (2-chloromethylimidazo[5,1-b]thiazole hydrochloride). Reactants: C1CCOC1, NCC(=O)O, [Na+], [OH-], O=S(=O)(Cl)c1ccc(-c2ccccc2)cc1. Product: O=C(O)CNS(=O)(=O)c1ccc(-c2ccccc2)cc1. Reaction SMILES: [CH2:24]1[O:25][CH2:26][CH2:27][CH2:28]1.[NH2:1][CH2:2][C:3]([OH:4])=[O:5].[Na+:23].[OH-:22].[c:6]1(-[c:16]2[cH:17][cH:18][cH:19][cH:20][cH:21]2)[cH:7][cH:8][c:9]([S:12](=[O:13])(=[O:14])[Cl:15])[cH:10][cH:11]1>>[NH:1]([CH2:2][C:3]([OH:4])=[O:5])[S:12]([c:9]1[cH:8][cH:7][c:6](-[c:16]2[cH:17][cH:18][cH:19][cH:20][cH:21]2)[cH:11][cH:10]1)(=[O:13])=[O:14]. Starting materials: O=C(C=CC1(CC1)CC#N)C ([1-(3-Oxobut-1-en-1-yl)cyclopropyl]acetonitrile), [H][H] (hydrogen). The reagents and catalysts are [Pd] (palladium on carbon). Run in C(C)(=O)OCC (ethyl acetate). Product: O=C(CCC1(CC1)CC#N)C ([1-(3-Oxobutan-1-yl)cyclopropyl]acetonitrile). Yield: 101.2%. RXN SMILES: [O:1]=[C:2]([CH3:11])[CH:3]=[CH:4][C:5]1([CH2:8][C:9]#[N:10])[CH2:7][CH2:6]1.[H][H]>C(OCC)(=O)C.[Pd]>[O:1]=[C:2]([CH3:11])[CH2:3][CH2:4][C:5]1([CH2:8][C:9]#[N:10])[CH2:7][CH2:6]1. Procedure details: A solution of the olefin from Step 1 (4.08 g, 26.8 mmol) in 85 mL ethyl acetate was treated with 30 psi hydrogen over 5% palladium on carbon (300 rag) in a Parr shaker for 1.5 h. The mixture was filtered through celite and evaporated to give 4.1 g of the title compound. Starting materials: CC1=CC=C(S1)C1=CCC(C2=CC=C(C=C12)Br)(C)C (1-(5-methyl-thien-2-yl)-3,4-dihydro-4,4-dimethyl-7-bromo-naphthalene), CC1=CC=C(S1)C1=CCC(C2=CC=C(C=C12)Br)(C)C (1-(5-methyl-thien-2-yl)-3,4-dihydro-4,4-dimethyl-7-bromo-naphthalene), [Li]C(C)(C)C (t-BuLi), CCCCC (pentane), CN(C)C=O (DMF), C(=O)=O (dry-ice). Solvent: CCOCC (ether), C1CCOC1 (THF). Run at time 15 minute. Product: CC1=CC=C(S1)C1=CCC(C2=CC=C(C=C12)C=O)(C)C (1(5-Methyl-thien-2-yl) 3,4-dihydro-4,4-dimethyl-7-naphthaldehyde). As a reaction SMILES: [CH3:1][C:2]1[S:6][C:5]([C:7]2[C:16]3[C:11](=[CH:12][CH:13]=[C:14](Br)[CH:15]=3)[C:10]([CH3:19])([CH3:18])[CH2:9][CH:8]=2)=[CH:4][CH:3]=1.[Li]C(C)(C)C.CCCCC.CN([CH:33]=[O:34])C.C(=O)=O>C1COCC1.CCOCC>[CH3:1][C:2]1[S:6][C:5]([C:7]2[C:16]3[C:11](=[CH:12][CH:13]=[C:14]([CH:33]=[O:34])[CH:15]=3)[C:10]([CH3:19])([CH3:18])[CH2:9][CH:8]=2)=[CH:4][CH:3]=1. Procedure details: To a cold (-78° C.) solution of 1-(5-methyl-thien-2-yl)-3,4-dihydro-4,4-dimethyl-7-bromo-naphthalene (Compound F, 1.35 g, 4.1 mmol), in THF (20 mL) was added t-BuLi in pentane (1.7M solution, 3.5 mL, 5.95 mmol). The reaction was stirred for 15 minutes and DMF (600 mg, 5.8 mmol) was added and dry-ice cooling was replaced with ice-water bath. The mixture was stirred at ambient temperature for 4 hours. The reaction mixture was diluted with ether (70 mL) and washed with water (5 mL), brine (5 mL) an... The solvent is CC(C)(C)O (t-BuOH), CCOC(=O)C (EtOAc). Reaction SMILES: [C:1]([O:4][CH:5]([C:7]1[C:8]([CH2:31][OH:32])=[CH:9][C:10]2[C:15]([C:16]=1[C:17]1[CH:22]=[CH:21][CH:20]=[CH:19][CH:18]=1)=[CH:14][CH:13]=[C:12]([O:23][CH2:24][C:25]1[CH:30]=[CH:29][CH:28]=[CH:27][CH:26]=1)[CH:11]=2)[CH3:6])(=[O:3])[CH3:2].[OH:33]P([O-])(O)=O.[K+].[O-][Mn](=O)(=O)=O.[K+].[O-]S([O-])=O.[Na+].[Na+]>CC(O)(C)C.CCOC(C)=O>[C:1]([O:4][CH:5]([C:7]1[C:8]([C:31]([OH:33])=[O:32])=[CH:9][C:10]2[C:15]([C:16]=1[C:17]1[CH:22]=[CH:21][CH:20]=[CH:19][CH:18]=1)=[CH:14][CH:13]=[C:12]([O:23][CH2:24][C:25]1[CH:30]=[CH:29][CH:28]=[CH:27][CH:26]=1)[CH:11]=2)[CH3:6])(=[O:3])[CH3:2] |f:1.2,3.4,5.6.7|. Procedure details: To a solution of alcohol (110 mg) from Step 6 in t-BuOH (6 mL) was added a KH2PO4 buffer solution (pH 7, 4 mL) and a solution of KMnO4 (90 mg/2 mL H2O). After 3 hrs at r.t., the reaction mixture was diluted with EtOAc and an aqueous solution of Na2SO3. The mixture was then acidified to pH 2, the organic phase was separated, washed with H2O, brine, dried over MgSO4 and evaporated to give the title product which was used as such for the next step. Product: C(C)(=O)OC(C)C=1C(=CC2=CC(=CC=C2C1C1=CC=CC=C1)OCC1=CC=CC=C1)C(=O)O (3-(1-Acetoxyethyl)-7-benzyloxy-4-phenyl-2-naphthoic acid). Conditions: time 3 hour. Starting materials: C(C)(=O)OC(C)C=1C(=CC2=CC(=CC=C2C1C1=CC=CC=C1)OCC1=CC=CC=C1)CO (3-(1-Acetoxyethyl)-7-benzyloxy-2-hydroxymethyl-4-phenylnaphthalene), OP(=O)(O)[O-].[K+] (KH2PO4), [O-]S(=O)[O-].[Na+].[Na+] (Na2SO3), [O-][Mn](=O)(=O)=O.[K+] (KMnO4).